Task: describe an organic reaction: reactants, conditions, products, and yield. Dataset: the Open Reaction Database (ORD), a public repository of structured organic reaction records The product is CCOC(OCC)c1ccc(C2(C(=O)O)CN(C(c3ccccc3)c3ccccc3)C2)c(Br)c1. Reactants: CCO, CCOC(OCC)c1ccc(C2(C#N)CN(C(c3ccccc3)c3ccccc3)C2)c(Br)c1, [Na+], [OH-], O. RXN SMILES: [CH3:37][CH2:38][OH:39].[CH:1]([c:2]1[cH:3][cH:4][cH:5][cH:6][cH:7]1)([c:8]1[cH:9][cH:10][cH:11][cH:12][cH:13]1)[N:14]1[CH2:15][C:16]([C:18]#[N:19])([c:20]2[c:21]([Br:33])[cH:22][c:23]([CH:26]([O:27][CH2:28][CH3:29])[O:30][CH2:31][CH3:32])[cH:24][cH:25]2)[CH2:17]1.[Na+:35].[OH-:34].[OH2:36]>>[CH:1]([c:2]1[cH:3][cH:4][cH:5][cH:6][cH:7]1)([c:8]1[cH:9][cH:10][cH:11][cH:12][cH:13]1)[N:14]1[CH2:15][C:16]([C:18](=[O:34])[OH:36])([c:20]2[c:21]([Br:33])[cH:22][c:23]([CH:26]([O:27][CH2:28][CH3:29])[O:30][CH2:31][CH3:32])[cH:24][cH:25]2)[CH2:17]1.